The task is: describe an organic reaction: reactants, conditions, products, and yield. This data is from the Open Reaction Database (ORD), a public repository of structured organic reaction records. Reactants: C(C1=CC=CC=C1)OC(=O)N[C@@H](C)C(=O)NCC1=C2OC=3C(=C(C=CC3C(C2=CC=C1OC)(C)C)OC)CC(=O)OCC1=CC=CC=C1 (benzyl 5-[(N-benzyloxycarbonyl-L-alanyl)aminomethyl]-3,6-dimethoxy-9,9-dimethylxanthene-4-acetate). The reagents and catalysts are [Pd] (palladium/charcoal). Run in C(C(F)(F)F)O (trifluoroethanol). Product: N[C@@H](C)C(=O)NCC1=C2OC=3C(=C(C=CC3C(C2=CC=C1OC)(C)C)OC)CC(=O)O (5-(L-alanylaminomethyl)-3,6-dimethoxy-9,9-dimethylxanthene-4-acetic acid). Isolated yield 91.4%. Reaction SMILES: C(OC([NH:11][C@H:12]([C:14]([NH:16][CH2:17][C:18]1[C:31]([O:32][CH3:33])=[CH:30][CH:29]=[C:28]2[C:19]=1[O:20][C:21]1[C:22]([CH2:38][C:39]([O:41]CC3C=CC=CC=3)=[O:40])=[C:23]([O:36][CH3:37])[CH:24]=[CH:25][C:26]=1[C:27]2([CH3:35])[CH3:34])=[O:15])[CH3:13])=O)C1C=CC=CC=1>C(O)C(F)(F)F.[Pd]>[NH2:11][C@H:12]([C:14]([NH:16][CH2:17][C:18]1[C:31]([O:32][CH3:33])=[CH:30][CH:29]=[C:28]2[C:19]=1[O:20][C:21]1[C:22]([CH2:38][C:39]([OH:41])=[O:40])=[C:23]([O:36][CH3:37])[CH:24]=[CH:25][C:26]=1[C:27]2([CH3:35])[CH3:34])=[O:15])[CH3:13]. Procedure details: A solution of 0.3 g of benzyl 5-[(N-benzyloxycarbonyl-L-alanyl)aminomethyl]-3,6-dimethoxy-9,9-dimethylxanthene-4-acetate in 85 ml of trifluoroethanol was stirred under hydrogen for 15 minutes in the presence of palladium/charcoal (10%). The catalyst was filtered off and rinsed with trifluoroethanol. The filtrate and wash solution were brought to dryness and the combined residue was chromatographed over silica gel in chloroform/methanol/water, whereby 0.18 g 5-(L-alanylaminomethyl)-3,6-dimethoxy-... Reactants: [Cl-].[NH4+] (ammonium chloride), 25, CO.C[O-].[Na+] (sodium methoxide methanol), C(C)(C)(C)OC(=O)C[C@@](O)([C@@](O)(CO)C(C1=CC=CC=C1)=O)C(C1=CC=CC=C1)=O (1-t-butoxy-2-deoxy-3,4-dibenzoyl-L-ribose). Run in CO (methanol). Yields the product C(C)(C)(C)OC(=O)C[C@@H](O)[C@@H](O)CO (1-t-butoxy-2-deoxy-L-ribose). Yield: 91.9%. Reaction SMILES: [C:1]([O:5][C:6]([CH2:8][C@:9](C(=O)C1C=CC=CC=1)([C@:11](C(=O)C1C=CC=CC=1)([CH2:13][OH:14])[OH:12])[OH:10])=[O:7])([CH3:4])([CH3:3])[CH3:2].CO.C[O-].[Na+].[Cl-].[NH4+]>CO>[C:1]([O:5][C:6]([CH2:8][C@H:9]([C@H:11]([CH2:13][OH:14])[OH:12])[OH:10])=[O:7])([CH3:4])([CH3:3])[CH3:2] |f:1.2.3,4.5|. Reported procedure: 0.61 kg (1.53 mol) of 1-t-butoxy-2-deoxy-3,4-dibenzoyl-L-ribose was dissolved in 6.02 liters of methanol for 30 minutes, and 0.041 kg of 25 w % sodium methoxide methanol solution was added thereto. The mixture solution was stirred at room temperature at room temperature. After completion of the reaction, 0.013 kg of ammonium chloride was added to the reaction solution, which was then stirred for 2 hours, and 0.038 kg of celite was added thereto. Next, the solution was stirred for 30 minutes, and... Run in CS(=O)C (DMSO), O (water). Procedure details: A mixture of anhydrous potassium carbonate (10 gm, in excess) and benzyl amine (0.36 ml, 0.003 mole) was taken in dry DMSO (40 ml). Now 3-(2-naphthyloxy)-1-chloropropane (0.5 gm, 0.002 mole) was added in it. Reaction mixture was refluxed at 140° C. for 6 hrs. and the reaction was completed as checked by TLC. Reaction mixture was poured in distilled water (60 ml) and extracted with ethyl acetate thrice. The organic layer was separated and concentrated to get oily compound which was later crystall... Reaction conditions: temperature 140 celsius. Reaction SMILES: C(=O)([O-])[O-].[K+].[K+].[CH2:7]([NH2:14])[C:8]1[CH:13]=[CH:12][CH:11]=[CH:10][CH:9]=1.[CH:15]1[C:24]2[C:19](=[CH:20][CH:21]=[CH:22][CH:23]=2)[CH:18]=[CH:17][C:16]=1[O:25][CH2:26][CH2:27][CH2:28]Cl>CS(C)=O.O>[CH2:7]([NH:14][CH2:28][CH2:27][CH2:26][O:25][C:16]1[CH:17]=[CH:18][C:19]2[C:24](=[CH:23][CH:22]=[CH:21][CH:20]=2)[CH:15]=1)[C:8]1[CH:13]=[CH:12][CH:11]=[CH:10][CH:9]=1 |f:0.1.2|. Reactants: C([O-])([O-])=O.[K+].[K+] (potassium carbonate), C(C1=CC=CC=C1)N (benzyl amine), C1=C(C=CC2=CC=CC=C12)OCCCCl (3-(2-naphthyloxy)-1-chloropropane). Yields the product C(C1=CC=CC=C1)NCCCOC1=CC2=CC=CC=C2C=C1 (N-benzyl-[3-(naphthalen-2-yloxy)-propyl]amine). Starting materials: CCOC(=O)c1c(O)c2ccc(C)nc2n(CC)c1=O, COCCN, CCO. Product: CCn1c(=O)c(C(=O)NCCOC)c(O)c2ccc(C)nc21. RXN SMILES: [CH2:1]([O:2][C:4](=[O:5])[c:6]1[c:7](=[O:20])[n:8]([CH2:18][CH3:19])[c:9]2[n:10][c:11]([CH3:17])[cH:12][cH:13][c:14]2[c:15]1[OH:16])[CH3:3].[CH3:21][O:22][CH2:23][CH2:24][NH2:25].[CH3:26][CH2:27][OH:28]>>[C:4](=[O:5])([c:6]1[c:7](=[O:20])[n:8]([CH2:18][CH3:19])[c:9]2[n:10][c:11]([CH3:17])[cH:12][cH:13][c:14]2[c:15]1[OH:16])[NH:25][CH2:24][CH2:23][O:22][CH3:21]. Starting materials: COC(=O)C(C)(C)C, CC#N, Cc1ccccc1, [H-], [H][H], [Na+], O. Product: CC(C)(C)C(=O)CC#N. Reaction SMILES: [C:3]([C:4]([CH3:5])([CH3:6])[CH3:7])([O:9][CH3:8])=[O:10].[CH3:11][C:12]#[N:13].[CH3:16][c:17]1[cH:18][cH:19][cH:20][cH:21][cH:22]1.[H-:1].[H:14][H:15].[Na+:2].[OH2:23]>>[C:3]([C:4]([CH3:5])([CH3:6])[CH3:7])(=[O:9])[CH2:11][C:12]#[N:13]. Starting materials: C(C1=CC=CC=C1)ONC(=O)[C@@H]1N(CCN(C1)C(=O)OC(C)(C)C)S(=O)(=O)N1CCC(CC1)C1=CNC2=C(C(=C(C(=C12)F)F)F)F (N-benzyloxy-4-tert-butoxycarbonyl-1-[4-(4,5,6,7-tetrafluoroindol-3-yl)piperidine-1-sulfonyl]piperazine-2-(R)-carboxamide), FC(C(=O)O)(F)F (trifluoroacetic acid). Run in C(Cl)Cl (methylene chloride). Conditions: time 2 hour. Product: C(C1=CC=CC=C1)ONC(=O)[C@@H]1N(CCNC1)S(=O)(=O)N1CCC(CC1)C1=CNC2=C(C(=C(C(=C12)F)F)F)F (N-benzyloxy-1-[4-(4,5,6,7-tetrafluoroindol-3-yl)piperidine-1-sulfonyl]piperazine-2-(R)-carboxamide). Isolated yield 99.6%. Reaction SMILES: [CH2:1]([O:8][NH:9][C:10]([C@H:12]1[CH2:17][N:16](C(OC(C)(C)C)=O)[CH2:15][CH2:14][N:13]1[S:25]([N:28]1[CH2:33][CH2:32][CH:31]([C:34]2[C:42]3[C:37](=[C:38]([F:46])[C:39]([F:45])=[C:40]([F:44])[C:41]=3[F:43])[NH:36][CH:35]=2)[CH2:30][CH2:29]1)(=[O:27])=[O:26])=[O:11])[C:2]1[CH:7]=[CH:6][CH:5]=[CH:4][CH:3]=1.FC(F)(F)C(O)=O>C(Cl)Cl>[CH2:1]([O:8][NH:9][C:10]([C@H:12]1[CH2:17][NH:16][CH2:15][CH2:14][N:13]1[S:25]([N:28]1[CH2:33][CH2:32][CH:31]([C:34]2[C:42]3[C:37](=[C:38]([F:46])[C:39]([F:45])=[C:40]([F:44])[C:41]=3[F:43])[NH:36][CH:35]=2)[CH2:30][CH2:29]1)(=[O:27])=[O:26])=[O:11])[C:2]1[CH:7]=[CH:6][CH:5]=[CH:4][CH:3]=1. Procedure: To a solution of N-benzyloxy-4-tert-butoxycarbonyl-1-[4-(4,5,6,7-tetrafluoroindol-3-yl)piperidine-1-sulfonyl]piperazine-2-(R)-carboxamide (24.40 g, 36.40 mmol) [prepared as described in Step 4 above] in methylene chloride (90 ml) was added trifluoroacetic acid (60 ml). The reaction mixture was stirred for 2 h, concentrated in vacuo, and partitioned between ethyl acetate (500 ml) and sat. sodium bicarbonate (200 ml). The aqueous layer was washed with ethyl acetate and the combined organic layers ...